From a dataset of the Open Reaction Database (ORD), a public repository of structured organic reaction records. describe an organic reaction: reactants, conditions, products, and yield Starting materials: NC1=CC=C(C=C1)SC1CCN(CC1)C(=O)OC(C)(C)C (tert-Butyl 4-(4-aminophenylthio)piperidine-1-carboxylate), FC(C(=O)O)(F)F (trifluoroacetic acid). The solvent is ClCCl (dichloromethane). Product: N1CCC(CC1)SC1=CC=C(N)C=C1 (4-(Piperidin-4-ylthio)aniline). The yield is 72.0%. RXN SMILES: [NH2:1][C:2]1[CH:7]=[CH:6][C:5]([S:8][CH:9]2[CH2:14][CH2:13][N:12](C(OC(C)(C)C)=O)[CH2:11][CH2:10]2)=[CH:4][CH:3]=1.FC(F)(F)C(O)=O>ClCCl>[NH:12]1[CH2:11][CH2:10][CH:9]([S:8][C:5]2[CH:6]=[CH:7][C:2]([NH2:1])=[CH:3][CH:4]=2)[CH2:14][CH2:13]1. Reported procedure: tert-Butyl 4-(4-aminophenylthio)piperidine-1-carboxylate (9.27 mmol, 2.859 g) was dissolved in dichloromethane (10 ml) and trifluoroacetic acid (10 mL) and the reaction mixture stirred at room temperature for 30 minutes. The reaction mixture was purified via SCX column chromatography to afford the title compound (1.39 g). Reactants: C1(=CC=CC=C1)C1=NC2=CC(=CC=C2C(=C1)Cl)OC (2-Phenyl-4-chloro-7-methoxy-quinoline), C(C1=CC=CC=C1)(=O)CC(=O)OCC (Ethyl benzoylacetate), COC1=CC(=CC=C1)N (m-anisidine). The product is C1(=CC=CC=C1)C1=NC2=CC(=CC=C2C(=C1)O)OC (2-phenyl-4-hydroxy-7-methoxy-quinoline). As a reaction SMILES: [C:1]1([C:7]2[CH:16]=[C:15](Cl)[C:14]3[C:9](=[CH:10][C:11]([O:18][CH3:19])=[CH:12][CH:13]=3)[N:8]=2)[CH:6]=[CH:5][CH:4]=[CH:3][CH:2]=1.C(CC(OCC)=O)(=[O:27])C1C=CC=CC=1.COC1C=CC=C(N)C=1>>[C:1]1([C:7]2[CH:16]=[C:15]([OH:27])[C:14]3[C:9](=[CH:10][C:11]([O:18][CH3:19])=[CH:12][CH:13]=3)[N:8]=2)[CH:6]=[CH:5][CH:4]=[CH:3][CH:2]=1. Reported procedure: 2-Phenyl-4-chloro-7-methoxy-quinoline can be prepared according to Scheme XXXXI. Ethyl benzoylacetate and m-anisidine can reacted together under thermal conditions to afford 2-phenyl-4-hydroxy-7-methoxy-quinoline in the presence of an acid, such as hydrochloric acid and the like. 2-Phenyl-4-hydroxy-7-methoxy-quinoline can be converted to 2-phenyl-4-chloro-7-methoxy-quinoline using a chlorinating agent. For example, the chlorinating can be P(O)Cl3, P(O)Cl3 with PCl5, and the like. Starting materials: C1(=CC=CC=C1)P(C1=CC=CC=C1)C1=CC=CC=C1 (triphenylphosphine), BrC=1C=C(C=CC1)P(C1=CC=CC=C1)C1=CC=CC=C1 ((3-bromophenyl)diphenylphosphine), [Br-].[K+] (potassium bromide). Reagents/catalysts: [Ni](Br)Br (nickel (II) bromide). The solvent is C(C1=CC=CC=C1)#N (benzonitrile), C(C1=CC=CC=C1)#N (benzonitrile). The product is [Br-].C1(=CC=CC=C1)P(C=1C=C(C=CC1)[P+](C1=CC=CC=C1)(C1=CC=CC=C1)C1=CC=CC=C1)C1=CC=CC=C1 ((3-diphenylphosphinophenyl)triphenylphosphonium bromide). Yield: 78.0%. Reaction SMILES: [C:1]1([P:7]([C:14]2[CH:19]=[CH:18][CH:17]=[CH:16][CH:15]=2)[C:8]2[CH:13]=[CH:12][CH:11]=[CH:10][CH:9]=2)[CH:6]=[CH:5][CH:4]=[CH:3][CH:2]=1.[Br:20][C:21]1[CH:22]=[C:23]([P:27]([C:34]2[CH:39]=[CH:38][CH:37]=[CH:36][CH:35]=2)[C:28]2[CH:33]=[CH:32][CH:31]=[CH:30][CH:29]=2)[CH:24]=[CH:25][CH:26]=1.[Br-].[K+]>C(#N)C1C=CC=CC=1.[Ni](Br)Br>[Br-:20].[C:14]1([P:7]([C:1]2[CH:2]=[CH:3][CH:4]=[CH:5][CH:6]=2)[C:8]2[CH:13]=[C:12]([P+:27]([C:28]3[CH:29]=[CH:30][CH:31]=[CH:32][CH:33]=3)([C:34]3[CH:39]=[CH:38][CH:37]=[CH:36][CH:35]=3)[C:23]3[CH:22]=[CH:21][CH:26]=[CH:25][CH:24]=3)[CH:11]=[CH:10][CH:9]=2)[CH:15]=[CH:16][CH:17]=[CH:18][CH:19]=1 |f:2.3,6.7|. Procedure details: To a solution of nickel (II) bromide (dry under vacuum for 2 h at 140° C.) (3.6 g, 16 mmol, 0.5 equiv) in benzonitrile (dry overnight on activated 4 A molecular sieves) (250 mL) was added triphenylphosphine (26.0 g, 49 mmol, 3 equiv). The solution was heated under reflux for 15 min and then cooled to room temperature. (3-bromophenyl)diphenylphosphine (2) (11.1 g, 32.5 mmol, 1.0 equiv) in benzonitrile (20 mL plus rinse 5 mL) was added to the solution. The resulting solution was heated under reflu... Reactants: C1OC2(CCC(CC2)(C2=CC=C(C=C2)CCC)O)OC1 (1,1-ethylenedioxy-4-hydroxy-4-(4-n-propylphenyl)cyclohexane), 15E. Solvent: C1(=CC=CC=C1)C (toluene). Product: C1OC2(CCC(=CC2)C2=CC=C(C=C2)CCC)OC1 (1,1-ethylenedioxy-4-(4-n-propylphenyl)-4-cyclohexene). Isolated yield 98.2%. RXN SMILES: [CH2:1]1[CH2:20][O:19][C:3]2([CH2:8][CH2:7][C:6](O)([C:9]3[CH:14]=[CH:13][C:12]([CH2:15][CH2:16][CH3:17])=[CH:11][CH:10]=3)[CH2:5][CH2:4]2)[O:2]1>C1(C)C=CC=CC=1>[CH2:20]1[CH2:1][O:2][C:3]2([CH2:4][CH:5]=[C:6]([C:9]3[CH:10]=[CH:11][C:12]([CH2:15][CH2:16][CH3:17])=[CH:13][CH:14]=3)[CH2:7][CH2:8]2)[O:19]1. Procedure details: To 500 ml of toluene was dissolved 98 g of the 1,1-ethylenedioxy-4-hydroxy-4-(4-n-propylphenyl)cyclohexane mentioned above, 5 g of Amberlist 15E was added as catalyst thereto, and stirred under a reflux for 2 hours. After the reaction solution was cooled, the catalyst was filtered off. Organic layer was washed with water and dried over anhydrous magnesium sulfate, and the solvent was distilled off under a reduced pressure to obtain 90 g of 1,1-ethylenedioxy-4-(4-n-propylphenyl)-4-cyclohexene. The reactants are C1=CC=CC=2OC3=C(C21)C=CC=C3 (dibenzofuran), ice water HCl, ClCCCC(=O)Cl (4-chlorobutyryl chloride), [Cl-].[Al+3].[Cl-].[Cl-] (aluminum chloride). The solvent is C(Cl)Cl (methylene chloride). Yields the product ClCCCC(=O)C1=CC2=C(OC3=C2C=C(C=C3)C(CCCCl)=O)C=C1 (2,8-Bis(4-chlorobutyryl)dibenzofuran). RXN SMILES: [CH:1]1[C:9]2[C:8]3[CH:10]=[CH:11][CH:12]=[CH:13][C:7]=3[O:6][C:5]=2[CH:4]=[CH:3][CH:2]=1.[Cl:14][CH2:15][CH2:16][CH2:17][C:18](Cl)=[O:19].[Cl-:21].[Al+3].[Cl-].[Cl-]>C(Cl)Cl>[Cl:14][CH2:15][CH2:16][CH2:17][C:18]([C:2]1[CH:3]=[CH:4][C:5]2[O:6][C:7]3[CH:13]=[CH:12][C:11]([C:5](=[O:6])[CH2:4][CH2:3][CH2:2][Cl:21])=[CH:10][C:8]=3[C:9]=2[CH:1]=1)=[O:19] |f:2.3.4.5|. Reported procedure: To a solution of 30 g (0.18 mole) of dibenzofuran and 62.7 g (0.44 mole) of 4-chlorobutyryl chloride in 1.0 l. of dry methylene chloride previously cooled to -10° C. was added portionwise 49.9 g (0.37 mole) of aluminum chloride with stirring. When the addition was complete the reaction mixture was heated at reflux for 2 hours then stirred at room temperature for an additional 12 hours. The reaction mixture was decomposed with ice water/HCl to give the desired product which was recrystallized fro... The reactants are NC1=NC=C(C=C1)I (2-amino-5-iodopyridine), Example 2 ( A ), C(C)(=O)NC1=CC=C(C=C1)C1(CC=C(N=C1)N)SC1=CC=C(C=C1)NC(C)=O (5(p-acetamidophenyl) 5-(p-acetamidophenylthio)2-amino pyridine), C(C)(=O)NC1=CC=C(C=C1)S (4-acetamidothiophenol), C[O-].[Na+] (sodium methoxide). Reagents/catalysts: [Cu] (copper). The product is C(C)(=O)NC1=CC=C(C=C1)SC=1C=CC(=NC1)N (5-(p-acetamidophenylthio)2-amino pyridine). As a reaction SMILES: NC1C=CC(I)=CN=1.C(NC1C=CC(S)=CC=1)(=O)C.C[O-].[Na+].C(NC1C=CC([C:33]2([S:40][C:41]3[CH:46]=[CH:45][C:44]([NH:47][C:48](=[O:50])[CH3:49])=[CH:43][CH:42]=3)[CH:38]=[N:37][C:36]([NH2:39])=[CH:35][CH2:34]2)=CC=1)(=O)C>[Cu]>[C:48]([NH:47][C:44]1[CH:43]=[CH:42][C:41]([S:40][C:33]2[CH:34]=[CH:35][C:36]([NH2:39])=[N:37][CH:38]=2)=[CH:46][CH:45]=1)(=[O:50])[CH3:49] |f:2.3|. Procedure: 5.5 G. (0.25 mole) of 2-amino-5-iodopyridine, 5.02 g. (0.030 mole) of 4-acetamidothiophenol and 1.6 g. of sodium methoxide 800 mg. of copper under the conditions as in Example 2 (A) one obtains 5.8 g. of 5(p-acetamidophenyl) 5-(p-acetamidophenylthio)2-amino pyridine m.p. 178°-179° C. As a reaction SMILES: [CH2:1]([O:3][C:4](=[O:2])[c:6]1[cH:7][c:8]2[c:9]([s:10]1)[cH:11][cH:12][c:13]([NH:15][C:16]([c:17]1[cH:18][cH:19][cH:20][cH:21][cH:22]1)=[O:23])[cH:14]2)[CH3:5].[CH3:27][O-:28].[CH3:30][OH:31].[ClH:26].[NH2:24][OH:25].[Na+:29]>>[O:3]=[C:4]([c:6]1[cH:7][c:8]2[c:9]([s:10]1)[cH:11][cH:12][c:13]([NH:15][C:16]([c:17]1[cH:18][cH:19][cH:20][cH:21][cH:22]1)=[O:23])[cH:14]2)[NH:24][OH:25]. Yields the product O=C(Nc1ccc2sc(C(=O)NO)cc2c1)c1ccccc1. Reactants: CCOC(=O)c1cc2cc(NC(=O)c3ccccc3)ccc2s1, C[O-], CO, Cl, NO, [Na+].